Dataset: the Open Reaction Database (ORD), a public repository of structured organic reaction records. Task: describe an organic reaction: reactants, conditions, products, and yield Conditions: temperature 0 celsius, time 25 minute. Product: C1(CC1)NC(=O)C1=C(C=2C(=NC(=C(C2C)Cl)OCC)S1)N (3-Amino-5-chloro-6-ethoxy-4-methyl-thieno[2,3-b]pyridine-2-carboxylic acid cyclopropylamide). The yield is 8.0%. Procedure details: Sodium hydride (0.037 g, 0.925 mmol) is suspended in anhydrous 1,2-dimethoxy-ethane (5.0 ml) under nitrogen. The suspension is cooled to 0° C. To this cold suspension is added via cannula a solution of 3-amino-5-chloro-6-hydroxy-4-methyl-thieno[2,3-b]pyridine-2-carboxylic acid cyclopropylamide (0.300 g, 1.01 mmol) in anhydrous DMF (5.0 ml). The ice bath is removed, and the reaction is warmed to room temperature. After the reaction is stirred 25 minutes at room temperature, lithium bromide (0.175... Starting materials: C1(CC1)NC(=O)C1=C(C=2C(=NC(=C(C2C)Cl)O)S1)N (3-amino-5-chloro-6-hydroxy-4-methyl-thieno[2,3-b]pyridine-2-carboxylic acid cyclopropylamide), [H-].[Na+] (Sodium hydride), C(C)I (ethyl iodide), [Br-].[Li+] (lithium bromide). Solvent: CN(C)C=O (DMF), COCCOC (1,2-dimethoxy-ethane). As a reaction SMILES: [H-].[Na+].[CH:3]1([NH:6][C:7]([C:9]2[S:20][C:12]3=[N:13][C:14]([OH:19])=[C:15]([Cl:18])[C:16]([CH3:17])=[C:11]3[C:10]=2[NH2:21])=[O:8])[CH2:5][CH2:4]1.[Br-].[Li+].[CH2:24](I)[CH3:25]>COCCOC.CN(C=O)C>[CH:3]1([NH:6][C:7]([C:9]2[S:20][C:12]3=[N:13][C:14]([O:19][CH2:24][CH3:25])=[C:15]([Cl:18])[C:16]([CH3:17])=[C:11]3[C:10]=2[NH2:21])=[O:8])[CH2:5][CH2:4]1 |f:0.1,3.4|. The reactants are C(C1=CC=CC=C1)(=O)NC1=CC=C(C=C1)C1=CC=C2CN(C(C2=C1)=O)[C@H](C(=O)OC)C(C)C ((S)-Methyl 2-(6-(4-benzamidophenyl)-1-oxoisoindolin-2-yl)-3-methylbutanoate), NC1=CC=C(C=C1)C1=CC=C2CN(C(C2=C1)=O)[C@H](C(=O)OC)C(C)C ((S)-Methyl 2-(6-(4-aminophenyl)-1-oxoisoindolin-2-yl)-3-methylbutanoate), C1(CCCCC1)C(=O)Cl (cyclohexoyl chloride). The product is C1(CCCCC1)C(=O)NC1=CC=C(C=C1)C1=CC=C2CN(C(C2=C1)=O)[C@H](C(=O)OC)C(C)C ((S)-Methyl 2-(6-(4-(cyclohexanecarboxamido)phenyl)-1-oxoisoindolin-2-yl)-3-methylbutanoate). The yield is 76.0%. Reaction SMILES: [C:1]([NH:9][C:10]1[CH:15]=[CH:14][C:13]([C:16]2[CH:24]=[C:23]3[C:19]([CH2:20][N:21]([C@@H:26]([CH:31]([CH3:33])[CH3:32])[C:27]([O:29][CH3:30])=[O:28])[C:22]3=[O:25])=[CH:18][CH:17]=2)=[CH:12][CH:11]=1)(=[O:8])[C:2]1[CH:7]=[CH:6][CH:5]=[CH:4][CH:3]=1.NC1C=CC(C2C=C3C(CN([C@@H](C(C)C)C(OC)=O)C3=O)=CC=2)=CC=1.C1(C(Cl)=O)CCCCC1>>[CH:2]1([C:1]([NH:9][C:10]2[CH:15]=[CH:14][C:13]([C:16]3[CH:24]=[C:23]4[C:19]([CH2:20][N:21]([C@@H:26]([CH:31]([CH3:33])[CH3:32])[C:27]([O:29][CH3:30])=[O:28])[C:22]4=[O:25])=[CH:18][CH:17]=3)=[CH:12][CH:11]=2)=[O:8])[CH2:3][CH2:4][CH2:5][CH2:6][CH2:7]1. Procedure: The compound of example 117 was prepared analogous to compound of example 97 by reaction of compound of example 6 with cyclohexoyl chloride. Reactants: ClS(=O)(=O)O (chlorosulfonic acid), OC1=C(C(=O)C2=CC=CC=C2)C=CC(=C1)OC (2-hydroxy-4-methoxybenzophenone), CCOCC (ether). Solvent: C(C=1C(C(=O)OC)=CC=CC1)(=O)OC (dimethyl phthalate). Reaction conditions: time 4 hour. Product: COC1=C(C=C(C(=C1)O)C(=O)C2=CC=CC=C2)S(=O)(=O)O (2-hydroxy-4-methoxybenzophenone-5-sulfonic acid). Reaction SMILES: [OH:1][C:2]1[CH:15]=[C:14]([O:16][CH3:17])[CH:13]=[CH:12][C:3]=1[C:4]([C:6]1[CH:11]=[CH:10][CH:9]=[CH:8][CH:7]=1)=[O:5].Cl[S:19]([OH:22])(=[O:21])=[O:20].CCOCC>C(OC)(=O)C1C(=CC=CC=1)C(OC)=O>[CH3:17][O:16][C:14]1[CH:15]=[C:2]([OH:1])[C:3]([C:4]([C:6]2[CH:11]=[CH:10][CH:9]=[CH:8][CH:7]=2)=[O:5])=[CH:12][C:13]=1[S:19]([OH:22])(=[O:21])=[O:20]. Procedure details: 11.4 g of 2-hydroxy-4-methoxybenzophenone were dissolved in 30 ml of dimethyl phthalate at 80° C., and 3.5 ml of chlorosulfonic acid were added dropwise at this temperature. Stirring was carried out for a further 4 hours at 80° C., the mixture was cooled to room temperature and 25 ml of ether were added to the solution. The precipitate was filtered off under suction, washed with ether and hexane and dried under reduced pressure at 30° C. 10 g of 2-hydroxy-4-methoxybenzophenone-5-sulfonic acid of... Starting materials: Compound II, C(C)NC(=O)NN(C)CC(=O)O (2-(2-(ethylcarbamoyl)-1-methylhydrazinyl)acetic acid), N[C@H](C(=O)N(CC=1C=CC=C2C=CC=NC12)[C@H](C(OCC)OCC)C)C ((S)-2-amino-N—((S)-1,1-diethoxypropan-2-yl)-N-(quinolin-8-ylmethyl)propanamide). Yields the product C(C)OC([C@H](C)N(C([C@H](C)NC(CN(NC(=O)NCC)C)=O)=O)CC=1C=CC=C2C=CC=NC12)OCC (1-(2-((S)-1-(((S)-1,1-diethoxypropan-2-yl)(quinolin-8-ylmethyl)amino)-1-oxopropan-2-ylamino)-2-oxoethyl)-4-ethyl-1-methylsemicarbazide). RXN SMILES: [CH2:1]([NH:3][C:4]([NH:6][N:7]([CH2:9][C:10]([OH:12])=O)[CH3:8])=[O:5])[CH3:2].[NH2:13][C@@H:14]([CH3:38])[C:15]([N:17]([C@@H:29]([CH3:37])[CH:30]([O:34][CH2:35][CH3:36])[O:31][CH2:32][CH3:33])[CH2:18][C:19]1[CH:20]=[CH:21][CH:22]=[C:23]2[C:28]=1[N:27]=[CH:26][CH:25]=[CH:24]2)=[O:16]>>[CH2:32]([O:31][CH:30]([O:34][CH2:35][CH3:36])[C@@H:29]([N:17]([CH2:18][C:19]1[CH:20]=[CH:21][CH:22]=[C:23]2[C:28]=1[N:27]=[CH:26][CH:25]=[CH:24]2)[C:15](=[O:16])[C@@H:14]([NH:13][C:10](=[O:12])[CH2:9][N:7]([CH3:8])[NH:6][C:4]([NH:3][CH2:1][CH3:2])=[O:5])[CH3:38])[CH3:37])[CH3:33]. Procedure details: According to the procedure described in the synthesis method of Compound II-15, 2-(2-(ethylcarbamoyl)-1-methylhydrazinyl)acetic acid (Compound VI-9) 73 mg (0.42 mmol) was coupled with (S)-2-amino-N—((S)-1,1-diethoxypropan-2-yl)-N-(quinolin-8-ylmethyl)propanamide (Compound IV-11) 100 mg (0.28 mmol) to obtain the title compound. The reactants are NCCCNC=1C2=C(N=C(N1)N)C1=C(CCC2)C=CC=C1 (N4-(3-aminopropyl)-6,7-dihydro-5H-benzo[6,7]cyclohepta[1,2-d]pyrimidine-2,4-diamine), NC1=NC(=CC=N1)Cl (2-amino-6-chloropyrimidine). Product: NC1=NC=CC(=N1)NCCCNC=1C2=C(N=C(N1)N)C1=C(CCC2)C=CC=C1 (N4-{3-[(2-aminopyrimidin-4-yl)amino]propyl}-6,7-dihydro-5H-benzo[6,7]cyclohepta[1,2-d]pyrimidine-2,4-diamine). Reaction SMILES: [NH2:1][CH2:2][CH2:3][CH2:4][NH:5][C:6]1[C:7]2[CH2:17][CH2:16][CH2:15][C:14]3[CH:18]=[CH:19][CH:20]=[CH:21][C:13]=3[C:8]=2[N:9]=[C:10]([NH2:12])[N:11]=1.[NH2:22][C:23]1[N:28]=[CH:27][CH:26]=[C:25](Cl)[N:24]=1>>[NH2:22][C:23]1[N:28]=[C:27]([NH:1][CH2:2][CH2:3][CH2:4][NH:5][C:6]2[C:7]3[CH2:17][CH2:16][CH2:15][C:14]4[CH:18]=[CH:19][CH:20]=[CH:21][C:13]=4[C:8]=3[N:9]=[C:10]([NH2:12])[N:11]=2)[CH:26]=[CH:25][N:24]=1. Reported procedure: The product of Example 3B (45 mg, 0.126 mmol) and 2-amino-6-chloropyrimidine (21 mg, 0.164 mmol) were treated under the conditions described in Example 1F to afford the title compound. 1H NMR (300 MHz, CDCl3) δ ppm 7.86 (d, J=5.16 Hz, 1H) 7.64-7.70 (m, 1H) 7.28-7.40 (m, 2H) 7.17-7.23 (m, 1H) 5.77 (d, J=5.95 Hz, 1H) 5.30 (s, 1H) 5.02 (t, J=5.55 Hz, 1H) 4.63 (s, 2H) 3.59 (q, J=6.35 Hz, 2H) 3.32 (d, J=5.16 Hz, 2H) 2.58 (t, J=6.54 Hz, 2H) 2.05-2.24 (m, 4H) 1.83-1.96 (m, 2H); MS (ESI+) m/z 377.0 (M+H... Reactants: C(C)(C)(C)OC(=O)N1CC(CC1)(NC=1C=C2N3C(C(N(N=C3COC2=CC1)COCC[Si](C)(C)C)=O)C)C (3-methyl-3-[4-methyl-3-oxo-2-(2-trimethylsilanyl-ethoxymethyl)-2,3,4,10-tetrahydro-9-oxa-1,2,4a-triaza-phenanthren-6-ylamino]-pyrrolidine-1-carboxylic acid tert-butyl ester), C(C)(C)(C)OC(=O)N1CC(CC1)(C)N (3-amino-3-methyl-pyrrolidine-1-carboxylic acid tert-butyl ester), CCCC[N+](CCCC)(CCCC)CCCC.[F-] (TBAF). Solvent: C1CCOC1 (THF), O (water). Reaction conditions: temperature 80 celsius, time 16 hour. The product is C(C)(C)(C)OC(=O)N1CC(CC1)(NC=1C=C2N3C(C(NN=C3COC2=CC1)=O)C)C (3-methyl-3-(4-methyl-3-oxo-2,3,4,10-tetrahydro-9-oxa-1,2,4a-triaza-phenanthren-6-ylamino)-pyrrolidine-1-carboxylic acid tert-butyl ester). Yield: 54.0%. As a reaction SMILES: [C:1]([O:5][C:6]([N:8]1[CH2:12][CH2:11][C:10]([CH3:38])([NH:13][C:14]2[CH:15]=[C:16]3[C:25](=[CH:26][CH:27]=2)[O:24][CH2:23][C:22]2[N:17]3[CH:18]([CH3:37])[C:19](=[O:36])[N:20](COCC[Si](C)(C)C)[N:21]=2)[CH2:9]1)=[O:7])([CH3:4])([CH3:3])[CH3:2].C(OC(N1CCC(N)(C)C1)=O)(C)(C)C.CCCC[N+](CCCC)(CCCC)CCCC.[F-]>C1COCC1.O>[C:1]([O:5][C:6]([N:8]1[CH2:12][CH2:11][C:10]([CH3:38])([NH:13][C:14]2[CH:15]=[C:16]3[C:25](=[CH:26][CH:27]=2)[O:24][CH2:23][C:22]2[N:17]3[CH:18]([CH3:37])[C:19](=[O:36])[NH:20][N:21]=2)[CH2:9]1)=[O:7])([CH3:4])([CH3:2])[CH3:3] |f:2.3|. Reported procedure: A mixture of 3-methyl-3-[4-methyl-3-oxo-2-(2-trimethylsilanyl-ethoxymethyl)-2,3,4,10-tetrahydro-9-oxa-1,2,4a-triaza-phenanthren-6-ylamino]-pyrrolidine-1-carboxylic acid tert-butyl ester (prepared using a similar procedure as detailed in Example #162, Step C from 3-amino-3-methyl-pyrrolidine-1-carboxylic acid tert-butyl ester, 1.1 g, 2.016 mmol) in a solution of TBAF in THF (1 M, 20 mL, 20 mmoL) was stirred at 80° C. for 16 h. The reaction mixture was cooled to ambient temperature and diluted wit... Reactants: C(C)(C)(C)OC(=O)N[C@H](C(=O)NCC1=CC=C(S1)N1N=C(C=C1C(=O)O)C(F)(F)F)C ((S)-1-(5-((2-(tert-butoxycarbonylamino)propanamido)methyl)thiophen-2-yl)-3-(trifluoromethyl)-1H-pyrazole-5-carboxylic acid), COC1=C(CN)C=CC=C1 (2-methoxybenzylamine), O=P(Cl)(Cl)Cl (POCl3). Solvent: N1=CC=CC=C1 (pyridine). Conditions: temperature 0 celsius, time 30 minute. Yields the product COC1=C(CNC(=O)C2=CC(=NN2C2=CC=C(S2)CNC([C@H](C)NC(OC(C)(C)C)=O)=O)C(F)(F)F)C=CC=C1 ((S)-tert-butyl 1-((5-(5-(2-methoxybenzylcarbamoyl)-3-(trifluoromethyl)-1H-pyrazol-1-yl)thiophen-2-yl)methylamino)-1-oxopropan-2-ylcarbamate). Yield: 24.2%. Reaction SMILES: [C:1]([O:5][C:6]([NH:8][C@@H:9]([CH3:31])[C:10]([NH:12][CH2:13][C:14]1[S:18][C:17]([N:19]2[C:23]([C:24](O)=[O:25])=[CH:22][C:21]([C:27]([F:30])([F:29])[F:28])=[N:20]2)=[CH:16][CH:15]=1)=[O:11])=[O:7])([CH3:4])([CH3:3])[CH3:2].[CH3:32][O:33][C:34]1[CH:41]=[CH:40][CH:39]=[CH:38][C:35]=1[CH2:36][NH2:37].O=P(Cl)(Cl)Cl>N1C=CC=CC=1>[CH3:32][O:33][C:34]1[CH:41]=[CH:40][CH:39]=[CH:38][C:35]=1[CH2:36][NH:37][C:24]([C:23]1[N:19]([C:17]2[S:18][C:14]([CH2:13][NH:12][C:10](=[O:11])[C@@H:9]([NH:8][C:6](=[O:7])[O:5][C:1]([CH3:3])([CH3:4])[CH3:2])[CH3:31])=[CH:15][CH:16]=2)[N:20]=[C:21]([C:27]([F:29])([F:30])[F:28])[CH:22]=1)=[O:25]. Reported procedure: To a stirred solution of 25 (0.059 g, 0.128 mmol) in pyridine (0.851 mL) at 0° C. was added 2-methoxybenzylamine (0.020 mL, 0.153 mmol) and followed by dropwise addition of POCl3 (0.013 mL, 0.140 mmol). The mixture was stirred for 30 min at 0° C., then for 1 h from 0° C. to 21° C., then for 16 h at room temperature. The mixture was quenched with water and extracted with ethyl acetate, washed with brine, dried (MgSO4) filtered and concentrated. The residue was purified by silica gel column chroma... Starting materials: C(C)(C)(C)OC(=O)C1N(CCCCC1C=O)S(=O)(=O)C1=CC=C(C=C1)OC (3-Formyl-1-(4-methoxy-benzenesulfonyl)-azepane-2-carboxylic acid tert-butyl ester), C(=O)(OCC)C=P(C1=CC=CC=C1)(C1=CC=CC=C1)C1=CC=CC=C1 ((Carboethoxymethylene) triphenylphosphorane), C1=CC=CC=C1 (benzene). Run at time 72 hour. The product is C(C)(C)(C)OC(=O)C1N(CCCCC1C=CC(=O)OCC)S(=O)(=O)C1=CC=C(C=C1)OC (3-(2-Ethoxycarbonyl-vinyl)-1-(4-methoxy-benzenesulfonyl)-azepane-2-carboxylic acid tert-butyl ester). Reaction SMILES: [C:1]([O:5][C:6]([CH:8]1[CH:14](C=O)[CH2:13][CH2:12][CH2:11][CH2:10][N:9]1[S:17]([C:20]1[CH:25]=[CH:24][C:23]([O:26][CH3:27])=[CH:22][CH:21]=1)(=[O:19])=[O:18])=[O:7])([CH3:4])([CH3:3])[CH3:2].[C:28]([CH:33]=P(C1C=CC=CC=1)(C1C=CC=CC=1)C1C=CC=CC=1)([O:30][CH2:31][CH3:32])=[O:29].[CH:53]1C=CC=CC=1>>[C:1]([O:5][C:6]([CH:8]1[CH:14]([CH:53]=[CH:33][C:28]([O:30][CH2:31][CH3:32])=[O:29])[CH2:13][CH2:12][CH2:11][CH2:10][N:9]1[S:17]([C:20]1[CH:25]=[CH:24][C:23]([O:26][CH3:27])=[CH:22][CH:21]=1)(=[O:19])=[O:18])=[O:7])([CH3:3])([CH3:2])[CH3:4]. Procedure details: To a solution of 3-Formyl-1-(4-methoxy-benzenesulfonyl)-azepane-2-carboxylic acid tert-butyl ester (310 mg, 0.78 mmoL) in 8.1 mL benzene was added (Carboethoxymethylene) triphenylphosphorane (408 mg, 1.17 mmoL) at ambient temperature. An additional 310 mg was added after 24 hours, after which the reaction was allowed to proceed for 72 hours. The solvent was evaporated under reduced pressure and the residue was purified by column chromatograph (silica: 18% to 25% ethyl acetate in hexanes) to yiel... Reactants: N#CCc1ccccc1, Cc1ccccc1, Clc1nc(-c2ccncc2)cs1. The product is N#CC(c1ccccc1)c1nc(-c2ccncc2)cs1. As a reaction SMILES: [CH2:13]([c:14]1[cH:15][cH:16][cH:17][cH:18][cH:19]1)[C:20]#[N:21].[CH3:22][c:23]1[cH:24][cH:25][cH:26][cH:27][cH:28]1.[Cl:1][c:2]1[s:3][cH:4][c:5](-[c:7]2[cH:8][cH:9][n:10][cH:11][cH:12]2)[n:6]1>>[c:2]1([CH:13]([c:14]2[cH:15][cH:16][cH:17][cH:18][cH:19]2)[C:20]#[N:21])[s:3][cH:4][c:5](-[c:7]2[cH:8][cH:9][n:10][cH:11][cH:12]2)[n:6]1. The reactants are CCOC(=O)CBr, CN(C)C=O, Cl, [H-], [Na+], Oc1ccc(Cc2cccnc2)cc1. Yields the product CCOC(=O)COc1ccc(Cc2cccnc2)cc1. RXN SMILES: [Br:18][CH2:19][C:20](=[O:21])[O:22][CH2:23][CH3:24].[CH3:25][N:26]([CH3:27])[CH:28]=[O:29].[ClH:1].[H-:16].[Na+:17].[n:2]1[cH:3][c:4]([CH2:8][c:9]2[cH:10][cH:11][c:12]([OH:15])[cH:13][cH:14]2)[cH:5][cH:6][cH:7]1>>[n:2]1[cH:3][c:4]([CH2:8][c:9]2[cH:10][cH:11][c:12]([O:15][CH2:19][C:20](=[O:21])[O:22][CH2:23][CH3:24])[cH:13][cH:14]2)[cH:5][cH:6][cH:7]1.